Dataset: the Open Reaction Database (ORD), a public repository of structured organic reaction records. Task: describe an organic reaction: reactants, conditions, products, and yield Reactants: CO, Cl, CC(C)(C)OC(=O)N1CC(NC(=O)c2cnc(-c3cccc(F)c3)nc2)C1, C1COCCO1. Product: Cl, O=C(NC1CNC1)c1cnc(-c2cccc(F)c2)nc1. Reaction SMILES: [CH3:29][OH:30].[ClH:28].[F:1][c:2]1[cH:3][c:4](-[c:8]2[n:9][cH:10][c:11]([C:14](=[O:15])[NH:16][CH:17]3[CH2:18][N:19]([C:21]([O:22][C:23]([CH3:24])([CH3:25])[CH3:26])=[O:27])[CH2:20]3)[cH:12][n:13]2)[cH:5][cH:6][cH:7]1.[O:31]1[CH2:32][CH2:33][O:34][CH2:35][CH2:36]1>>[ClH:28].[F:1][c:2]1[cH:3][c:4](-[c:8]2[n:9][cH:10][c:11]([C:14](=[O:15])[NH:16][CH:17]3[CH2:18][NH:19][CH2:20]3)[cH:12][n:13]2)[cH:5][cH:6][cH:7]1. Starting materials: ClC1=CC=C(C=C1)S(=O)(=O)Cl (4-chlorobenzenesulfonic acid chloride), ClC=1C=CC(=C(C(=O)O)C1)N (5-chloro-2-aminobenzoic acid), C(Cl)Cl (methylene chloride). Run in N1=CC=CC=C1 (pyridine). Run at time 16 hour. The product is ClC=1C=CC(=C(C(=O)O)C1)NS(=O)(=O)C1=CC=C(C=C1)Cl (5-chloro-2-[(4-chlorophenylsulfonyl)-amino]-benzoic acid). Isolated yield 115.8%. RXN SMILES: [Cl:1][C:2]1[CH:7]=[CH:6][C:5]([S:8](Cl)(=[O:10])=[O:9])=[CH:4][CH:3]=1.[Cl:12][C:13]1[CH:14]=[CH:15][C:16]([NH2:22])=[C:17]([CH:21]=1)[C:18]([OH:20])=[O:19].C(Cl)Cl>N1C=CC=CC=1>[Cl:12][C:13]1[CH:14]=[CH:15][C:16]([NH:22][S:8]([C:5]2[CH:6]=[CH:7][C:2]([Cl:1])=[CH:3][CH:4]=2)(=[O:10])=[O:9])=[C:17]([CH:21]=1)[C:18]([OH:20])=[O:19]. Procedure: 2.0 g of 4-chlorobenzenesulfonic acid chloride are added to a solution of 3.8 g of 5-chloro-2-aminobenzoic acid [4-(3-chloro-5-trifluoromethylpyridyl-2-oxy)-anilide] in 8.6 ml of pyridine at 0° C. After the reaction mixture has been stirred for 16 hours at room temperature, 300 ml of methylene chloride are added and the resulting solution is then washed with 100 ml each of 1N HCl, H2O, saturated NaHCO3 solution and saturated NaCl solution. The organic phase is then dried with MgSO4 and concentra... Starting materials: C(CCC)NCCCC (dibutylamine), C(C1=CC=CC=C1)(=S)N (thiobenzamide), ClC=1C=C(C=C(C1OCCCCl)Cl)C=1N=C(SC1)C1=CC=CC=C1 (4-[3,5-dichloro-4-(chloropropoxy)phenyl]-2-phenylthiazole). Product: free base, ClC=1C=C(C=C(C1OCCCN(CCCC)CCCC)Cl)C=1N=C(SC1)C1=CC=CC=C1 (4-[3,5-Dichloro-4-(dibutylaminopropoxy)phenyl]-2-phenylthiazole). Yield: 48.0%. As a reaction SMILES: C(N)(=S)C1C=CC=CC=1.[Cl:10][C:11]1[CH:12]=[C:13]([C:23]2[N:24]=[C:25]([C:28]3[CH:33]=[CH:32][CH:31]=[CH:30][CH:29]=3)[S:26][CH:27]=2)[CH:14]=[C:15]([Cl:22])[C:16]=1[O:17][CH2:18][CH2:19][CH2:20]Cl.[CH2:34]([NH:38][CH2:39][CH2:40][CH2:41][CH3:42])[CH2:35][CH2:36][CH3:37]>>[Cl:22][C:15]1[CH:14]=[C:13]([C:23]2[N:24]=[C:25]([C:28]3[CH:29]=[CH:30][CH:31]=[CH:32][CH:33]=3)[S:26][CH:27]=2)[CH:12]=[C:11]([Cl:10])[C:16]=1[O:17][CH2:18][CH2:19][CH2:20][N:38]([CH2:39][CH2:40][CH2:41][CH3:42])[CH2:34][CH2:35][CH2:36][CH3:37]. Reported procedure: Following the procedure of Example 1, 3,5-dichloro-4-hydroxyacetophenone (10 g, 49 mmol) was used in place of p-hydroxyacetophenone with 1-bromo-3-chloropropane (21 ml, 0.20 mol) to give 10.5 g (76% yield) of 3,5-dichloro-4-chloropropoxyacetophenone. 1H NMR (CDCl3): δ7.88 (s, 2H), 4.24 (t, J=5.7 Hz, 2H), 3.86 (t, J=6.4 Hz, 2H), 2.57 (s, 3H), 2.24 (m, 2H). Bromination (6.0 g, 37 mmol) followed by condensation with thiobenzamide (2.6 g, 19 mmol) of this product in accordance with Example 1 afforde... Starting materials: CN (methylamine), BrC=1C=NC=C(C(=O)O)C1 (5-bromo-nicotinic acid). The solvent is C(C)O.O (ethanol water). The product is CNC=1C=NC=C(C(=O)O)C1 (5-methylamino-nicotinic acid). RXN SMILES: [CH3:1][NH2:2].Br[C:4]1[CH:5]=[N:6][CH:7]=[C:8]([CH:12]=1)[C:9]([OH:11])=[O:10]>C(O)C.O>[CH3:1][NH:2][C:4]1[CH:5]=[N:6][CH:7]=[C:8]([CH:12]=1)[C:9]([OH:11])=[O:10] |f:2.3|. Reported procedure: The intermediate methyl 5-methylamino-nicotinate has been obtained as follows: reaction of methylamine (40% in water) with 5-bromo-nicotinic acid in autoclave at 140° C. for seven hours gives 5-methylamino-nicotinic acid, m.p. 239°-242° C. from ethanol/water; this acid reacts with SOCl in methanol under reflux for seven hours to afford the ester (methyl 5-methylaminonicotinate; m.p. 113°-115° C., from petroleum ether.